The task is: describe an organic reaction: reactants, conditions, products, and yield. This data is from the Open Reaction Database (ORD), a public repository of structured organic reaction records. Reactants: BrCCCCCCCCC1=C2C(C(=O)NC2=O)=CC=C1 (8-Bromooctylphthalimide), N1CCOCC1 (morpholine). Solvent: C(C)#N (acetonitrile). Product: N1(CCOCC1)CCCCCCCCC1=C2C(C(=O)NC2=O)=CC=C1 (8-morpholinyloctylphthalimide). As a reaction SMILES: Br[CH2:2][CH2:3][CH2:4][CH2:5][CH2:6][CH2:7][CH2:8][CH2:9][C:10]1[CH:20]=[CH:19][CH:18]=[C:12]2[C:13]([NH:15][C:16](=[O:17])[C:11]=12)=[O:14].[NH:21]1[CH2:26][CH2:25][O:24][CH2:23][CH2:22]1>C(#N)C>[N:21]1([CH2:2][CH2:3][CH2:4][CH2:5][CH2:6][CH2:7][CH2:8][CH2:9][C:10]2[CH:20]=[CH:19][CH:18]=[C:12]3[C:13]([NH:15][C:16](=[O:17])[C:11]=23)=[O:14])[CH2:26][CH2:25][O:24][CH2:23][CH2:22]1. Reported procedure: 8-Bromooctylphthalimide (676 mg; 2.0 mmoles) and morpholine (0.35 ml; 4.0 mmoles) were dissolved in anhydrous acetonitrile (5 ml). Reaction times and process as per Example 1.